This data is from the Open Reaction Database (ORD), a public repository of structured organic reaction records. The task is: describe an organic reaction: reactants, conditions, products, and yield The reactants are Cl.FC1(CCNCC1)C(=O)OCC (ethyl 4-fluoropiperidine-4-carboxylate, hydrochloride), O=C1CC(OCC1)=O (4-oxotetrahydropyranone), CC(=O)O (HOAc), C(C)(=O)O[BH-](OC(C)=O)OC(C)=O.[Na+] (sodium triacetoxyborohydride). Solvent: C(Cl)Cl (CH2Cl2), CCOCC (Et2O), [OH-].[Na+] (NaOH). Conditions: time 7.5 minute. The product is C(C)OC(=O)C1(CCN(CC1)C1CCOCC1)F (4-Fluoro-1-(tetrahydro-pyran-4-yl)-piperidine-4-carboxylic acid ethyl ester). RXN SMILES: Cl.[F:2][C:3]1([C:9]([O:11][CH2:12][CH3:13])=[O:10])[CH2:8][CH2:7][NH:6][CH2:5][CH2:4]1.O=[C:15]1[CH2:20][CH2:19][O:18][C:17](=O)[CH2:16]1.CC(O)=O.C(O[BH-](OC(=O)C)OC(=O)C)(=O)C.[Na+]>CCOCC.[OH-].[Na+].C(Cl)Cl>[CH2:12]([O:11][C:9]([C:3]1([F:2])[CH2:4][CH2:5][N:6]([CH:15]2[CH2:20][CH2:19][O:18][CH2:17][CH2:16]2)[CH2:7][CH2:8]1)=[O:10])[CH3:13] |f:0.1,4.5,7.8|. Procedure details: To a 250 mL RB were added compound B2(I) ethyl 4-fluoropiperidine-4-carboxylate, hydrochloride (1.25 g, 5.91 mmol, 1.0 eq), CH2Cl2 (20 mL), 4-oxotetrahydropyranone B2(II) (0.61 mL, 6.50 mmol, 1.10 eq), and glacial HOAc (0.340 mL, 5.91 mmol, 1.0 eq). After being stirred at rt for 5 to 10 min, sodium triacetoxyborohydride (2.02 g, 9.45 mmol, 1.60 eq) was added in one portion. A cloudy solution was obtained. After being stirred at rt for 12 h, the reaction mixture was diluted with 150 mL Et2O and 2... Reactants: CCc1c(C(=O)c2cc(C)cc(C)c2)[nH]c(=O)[nH]c1=O, ClCn1nnc2ccccc21. Product: CCc1c(C(=O)c2cc(C)cc(C)c2)n(Cn2nnc3ccccc32)c(=O)[nH]c1=O. Reaction SMILES: [CH2:1]([CH3:2])[c:3]1[c:4](=[O:20])[nH:5][c:6](=[O:19])[nH:7][c:8]1[C:9]([c:10]1[cH:11][c:12]([CH3:17])[cH:13][c:14]([CH3:16])[cH:15]1)=[O:18].[Cl:21][CH2:22][n:23]1[n:24][n:25][c:26]2[c:27]1[cH:28][cH:29][cH:30][cH:31]2>>[CH2:1]([CH3:2])[c:3]1[c:4](=[O:20])[nH:5][c:6](=[O:19])[n:7]([CH2:22][n:23]2[n:24][n:25][c:26]3[c:27]2[cH:28][cH:29][cH:30][cH:31]3)[c:8]1[C:9]([c:10]1[cH:11][c:12]([CH3:17])[cH:13][c:14]([CH3:16])[cH:15]1)=[O:18].